From a dataset of the Open Reaction Database (ORD), a public repository of structured organic reaction records. describe an organic reaction: reactants, conditions, products, and yield Starting materials: ClC1=NC=C(C(=N1)NC1=CC2=C(C=C1)OCCO2)F (2-chloro-N4-(3,4-ethylenedioxyphenyl)-5-fluoro-4-pyrimidineamine), CC1=C(N(CO1)C1=CC=CC=C1)N (5-methyl-3-phenyl-4-oxazolylamine). Yields the product C1OC=2C=C(C=CC2OC1)NC1=NC(=NC=C1F)NC=1N(COC1C)C1=CC=CC=C1 (N4-(3,4-ethylenedioxyphenyl)-5-fluoro-N2-(5-methyl-3-phenyl-4-oxazolyl)-2,4-pyrimidinediamine). RXN SMILES: Cl[C:2]1[N:7]=[C:6]([NH:8][C:9]2[CH:14]=[CH:13][C:12]3[O:15][CH2:16][CH2:17][O:18][C:11]=3[CH:10]=2)[C:5]([F:19])=[CH:4][N:3]=1.[CH3:20][C:21]1[O:25][CH2:24][N:23]([C:26]2[CH:31]=[CH:30][CH:29]=[CH:28][CH:27]=2)[C:22]=1[NH2:32]>>[CH2:17]1[CH2:16][O:15][C:12]2[CH:13]=[CH:14][C:9]([NH:8][C:6]3[C:5]([F:19])=[CH:4][N:3]=[C:2]([NH:32][C:22]4[N:23]([C:26]5[CH:27]=[CH:28][CH:29]=[CH:30][CH:31]=5)[CH2:24][O:25][C:21]=4[CH3:20])[N:7]=3)=[CH:10][C:11]=2[O:18]1. Procedure details: In like manner to the preparation of N4-(3,4-ethylenedioxyphenyl)-5-fluoro-N2-(3-hydroxyphenyl)-2,4-pyrimidinediamine, the reaction of 2-chloro-N4-(3,4-ethylenedioxyphenyl)-5-fluoro-4-pyrimidineamine with 5-methyl-3-phenyl-4-oxazolylamine gave N4-(3,4-ethylenedioxyphenyl)-5-fluoro-N2-(5-methyl-3-phenyl-4-oxazolyl)-2,4-pyrimidinediamine. 1H NMR (CD3OD): δ 7.80–7.65 (m, 2H), 7.45 (bd, 1H), 7.20 (m, 1H), 7.00 (m, 1H), 6.65 (bd, 1H), 4.20 (s, 4H), 2.35 (s, 3H); LCMS: ret. time: 20.61 min.; purity: 7... Run in CCOCC (Et2O). Product: C(C)N1C(=NN=C1OC)[C@@H](C)N ((1R)-1-(4-Ethyl-5-methoxy-4H-[1,2,4]-triazol-3-yl)ethylamine). Reaction SMILES: C[O-].[Na+].FC(F)(F)[C:6]([OH:8])=O.[CH2:11]([N:13]1[C:17](S(C)(=O)=O)=[N:16][N:15]=[C:14]1[C@H:22]([NH2:24])[CH3:23])[CH3:12]>CCOCC>[CH2:11]([N:13]1[C:17]([O:8][CH3:6])=[N:16][N:15]=[C:14]1[C@H:22]([NH2:24])[CH3:23])[CH3:12] |f:0.1,2.3|. Procedure: NaOMe (18 ml, 2.0N, MeOH solution) was added to the (R)-1-(4-ethyl-5-methanesulfonyl-4H-[1,2,4]triazol-3-yl)ethylamine trifluoroacetate (3.0 g) obtained in Example 8-(6), and the mixture was heated for 1 hour under reflux. The reaction mixture was cooled to room temperature, and Et2O (100 ml) was added. After the mixture was cooled to 0° C., precipitated crystals were filtered. The filtrate was concentrated, and the resulting crude product was purified by NH silica gel chromatography using a sol... Starting materials: C[O-].[Na+] (NaOMe), FC(C(=O)O)(F)F.C(C)N1C(=NN=C1S(=O)(=O)C)[C@@H](C)N ((R)-1-(4-ethyl-5-methanesulfonyl-4H-[1,2,4]triazol-3-yl)ethylamine trifluoroacetate). The reactants are [I-].[K+] (potassium iodide), O1CCCC1 (tetrahydrofuran), FC(C=1C=CC2=C(C(=NCC=3N2C(=NN3)CCl)C3=C(C=CC=C3)Cl)C1)(F)F (8-(trifluoromethyl)-1-(chloromethyl)-6-(o-chlorophenyl)-4H-s-triazolo[4,3-a][1,4]benzodiazepine), CNC1CC1 (methylcyclopropylamine). Yields the product FC(C=1C=CC2=C(C(=NCC=3N2C(=NN3)CNCC3CC3)C3=C(C=CC=C3)Cl)C1)(F)F (8-(trifluoromethyl)-1-[(cyclopropylmethylamino)methyl]-6-(o-chlorophenyl)-4H-s-triazolo[4,3-a][1,4]benzodiazepine). Reaction SMILES: [I-].[K+].[F:3][C:4]([F:29])([F:28])[C:5]1[CH:6]=[CH:7][C:8]2[N:14]3[C:15]([CH2:18]Cl)=[N:16][N:17]=[C:13]3[CH2:12][N:11]=[C:10]([C:20]3[CH:25]=[CH:24][CH:23]=[CH:22][C:21]=3[Cl:26])[C:9]=2[CH:27]=1.C[NH:31]C1CC1.O1[CH2:39][CH2:38][CH2:37][CH2:36]1>>[F:3][C:4]([F:29])([F:28])[C:5]1[CH:6]=[CH:7][C:8]2[N:14]3[C:15]([CH2:18][NH:31][CH2:36][CH:37]4[CH2:39][CH2:38]4)=[N:16][N:17]=[C:13]3[CH2:12][N:11]=[C:10]([C:20]3[CH:25]=[CH:24][CH:23]=[CH:22][C:21]=3[Cl:26])[C:9]=2[CH:27]=1 |f:0.1|. Procedure details: In the manner given in Example 2, potassium iodide and 8-(trifluoromethyl)-1-(chloromethyl)-6-(o-chlorophenyl)-4H-s-triazolo[4,3-a][1,4]benzodiazepine in tetrahydrofuran is treated with methylcyclopropylamine to give 8-(trifluoromethyl)-1-[(cyclopropylmethylamino)methyl]-6-(o-chlorophenyl)-4H-s-triazolo[4,3-a][1,4]benzodiazepine. Starting materials: ClC1=CC=C(C=C1)C1(N=C(N(C1(C)C1=CC=C(C=C1)Cl)C(=O)Cl)C1=C(C=C(C=C1)S(=O)(=O)N1CCCC1)OCC)C (rac-(4S*,5R*)-4,5-bis-(4-chloro-phenyl)-2-[2-ethoxy-4-(pyrrolidine-1-sulfonyl)-phenyl]-4,5-dimethyl-4,5-dihydro-imidazole-1-carbonyl chloride), Cl.Cl.N1(CCNCC1)CC(=O)N (2-piperazin-1-yl-acetamide dihydrochloride). Yields the product ClC1=CC=C(C=C1)[C@@]1(N=C(N([C@]1(C)C1=CC=C(C=C1)Cl)C(=O)N1CCN(CC1)CC(=O)N)C1=C(C=C(C=C1)S(=O)(=O)N1CCCC1)OCC)C (2-(4-{(4S,5R)-4,5-Bis-(4-chloro-phenyl)-2-[2-ethoxy-4-(pyrrolidine-1-sulfonyl)-phenyl]-4,5-dimethyl-4,5-dihydro-imidazole-1-carbonyl}-piperazin-1-yl)-acetamide). RXN SMILES: [Cl:1][C:2]1[CH:7]=[CH:6][C:5]([C:8]2([CH3:41])[C:12]([C:14]3[CH:19]=[CH:18][C:17]([Cl:20])=[CH:16][CH:15]=3)([CH3:13])[N:11]([C:21](Cl)=[O:22])[C:10]([C:24]3[CH:29]=[CH:28][C:27]([S:30]([N:33]4[CH2:37][CH2:36][CH2:35][CH2:34]4)(=[O:32])=[O:31])=[CH:26][C:25]=3[O:38][CH2:39][CH3:40])=[N:9]2)=[CH:4][CH:3]=1.Cl.Cl.[N:44]1([CH2:50][C:51]([NH2:53])=[O:52])[CH2:49][CH2:48][NH:47][CH2:46][CH2:45]1>>[Cl:1][C:2]1[CH:3]=[CH:4][C:5]([C@@:8]2([CH3:41])[C@:12]([C:14]3[CH:19]=[CH:18][C:17]([Cl:20])=[CH:16][CH:15]=3)([CH3:13])[N:11]([C:21]([N:47]3[CH2:48][CH2:49][N:44]([CH2:50][C:51]([NH2:53])=[O:52])[CH2:45][CH2:46]3)=[O:22])[C:10]([C:24]3[CH:29]=[CH:28][C:27]([S:30]([N:33]4[CH2:34][CH2:35][CH2:36][CH2:37]4)(=[O:31])=[O:32])=[CH:26][C:25]=3[O:38][CH2:39][CH3:40])=[N:9]2)=[CH:6][CH:7]=1 |f:1.2.3|. Reported procedure: In a manner analogous to the method described in example 5, rac-(4S*,5R*)-4,5-bis-(4-chloro-phenyl)-2-[2-ethoxy-4-(pyrrolidine-1-sulfonyl)-phenyl]-4,5-dimethyl-4,5-dihydro-imidazole-1-carbonyl chloride was reacted with 2-piperazin-1-yl-acetamide dihydrochloride (Matrix Scientific) to give the title compound as a racemic mixture. The enantiomers were then separated by supercritical fluid chromatography (Berger Instrument Multi-Gram II, Daicel ChiralPak OD-H 3×25 cm, 35° C. at 100 bar, eluting wit... Conditions: time 3 hour. Procedure details: Sodium salt of 2-(1-ethoxyaminopropylidene)-4-ethoxycarbonyl-5,5-dimethylcyclohexane-1,3-dione (3.1 g) was suspended in 50 ml of acetone and acetylchloride (0.8 g) was added to it at room temperature. After stirring for 3 hours, the reaction mixture was poured into ice-water and extracted with chloroform. The extract was washed with one normal sodium hydroxide and dried over magnesium sulfate. The solvent was removed is vacuo and the desired product was obtained as an oily substance. The solvent is CC(=O)C (acetone). As a reaction SMILES: [Na].[CH2:2]([O:4][NH:5][C:6](=[C:9]1[C:14](=[O:15])[CH:13]([C:16]([O:18][CH2:19][CH3:20])=[O:17])[C:12](C)(C)[CH2:11][C:10]1=[O:23])[CH2:7][CH3:8])[CH3:3].[C:24](Cl)(=[O:26])[CH3:25]>CC(C)=O>[C:24]([O:23][C:10]1[CH2:11][CH2:12][CH:13]([C:16]([O:18][CH2:19][CH3:20])=[O:17])[C:14](=[O:15])[C:9]=1[C:6](=[N:5][O:4][CH2:2][CH3:3])[CH2:7][CH3:8])(=[O:26])[CH3:25] |^1:0|. The product is C(C)(=O)OC1=C(C(C(CC1)C(=O)OCC)=O)C(CC)=NOCC (3-Acetoxy-6-ethoxycarbonyl-2-(N-ethoxypropionimidoyl)-2-cyclohexene-1-one). The reactants are [Na] (Sodium), ice water, C(C)ONC(CC)=C1C(CC(C(C1=O)C(=O)OCC)(C)C)=O (2-(1-ethoxyaminopropylidene)-4-ethoxycarbonyl-5,5-dimethylcyclohexane-1,3-dione), C(C)(=O)Cl (acetylchloride). Starting materials: C(C)(C)(C)OC(=O)N1C(OCC1(CO)CCC1=CC=C(C=C1)OCC1=CC=CC=C1)(C)C (4-[2-(4-benzyloxy-phenyl)-ethyl]-4-hydroxymethyl-2,2-dimethyl-oxazolidine-3-carboxylic acid tert-butyl ester). Solvent: CO (methanol). Reaction conditions: time 2 hour. Product: C(C)(C)(C)OC(=O)N1C(OCC1(CCC1=CC=C(C=C1)O)CO)(C)C (4-Hydroxymethyl-4-[2-(4-hydroxy-phenyl)-ethyl]-2,2-dimethyl-oxazolidine-3-carboxylic acid tert-butyl ester). Reaction SMILES: [C:1]([O:5][C:6]([N:8]1[C:12]([CH2:15][CH2:16][C:17]2[CH:22]=[CH:21][C:20]([O:23]CC3C=CC=CC=3)=[CH:19][CH:18]=2)([CH2:13][OH:14])[CH2:11][O:10][C:9]1([CH3:32])[CH3:31])=[O:7])([CH3:4])([CH3:3])[CH3:2]>CO>[C:1]([O:5][C:6]([N:8]1[C:12]([CH2:13][OH:14])([CH2:15][CH2:16][C:17]2[CH:18]=[CH:19][C:20]([OH:23])=[CH:21][CH:22]=2)[CH2:11][O:10][C:9]1([CH3:32])[CH3:31])=[O:7])([CH3:4])([CH3:3])[CH3:2]. Procedure details: To a solution of 4-[2-(4-benzyloxy-phenyl)-ethyl]-4-hydroxymethyl-2,2-dimethyl-oxazolidine-3-carboxylic acid tert-butyl ester (25 mg, 0.05 mmol) in methanol (10 ml) is added a catalytic amount of paladium on charcoal (10% wt). The reaction mixture is stirred under H2 atmosphere at room temperature for 2 hours. 4-Hydroxymethyl-4-[2-(4-hydroxy-phenyl)-ethyl]-2,2-dimethyl-oxazolidine-3-carboxylic acid tert-butyl ester is isolated as a white solid after filtration of the suspension through celite an... Starting materials: O=C1N=C(SC2=C1C=CC(=C2)C(F)(F)F)C2=CC=CC(=N2)CCC(=O)OC(C)(C)C (tert-butyl 3-[6-(4-oxo-7-trifluoromethyl-4H-1,3-benzothiazin-2-yl)-2-pyridyl]propanoate), FC(C(=O)O)(F)F (trifluoroacetic acid). Reaction conditions: temperature 0 celsius, time 2 hour. Product: O=C1N=C(SC2=C1C=CC(=C2)C(F)(F)F)C2=CC=CC(=N2)CCC(=O)O (3-[6-(4-Oxo-7-trifluoromethyl-4H-1,3-benzothiazin-2-yl)-2-pyridyl]propionic acid). Yield: 88.7%. RXN SMILES: [O:1]=[C:2]1[C:7]2[CH:8]=[CH:9][C:10]([C:12]([F:15])([F:14])[F:13])=[CH:11][C:6]=2[S:5][C:4]([C:16]2[N:21]=[C:20]([CH2:22][CH2:23][C:24]([O:26]C(C)(C)C)=[O:25])[CH:19]=[CH:18][CH:17]=2)=[N:3]1.FC(F)(F)C(O)=O>>[O:1]=[C:2]1[C:7]2[CH:8]=[CH:9][C:10]([C:12]([F:14])([F:13])[F:15])=[CH:11][C:6]=2[S:5][C:4]([C:16]2[N:21]=[C:20]([CH2:22][CH2:23][C:24]([OH:26])=[O:25])[CH:19]=[CH:18][CH:17]=2)=[N:3]1. Procedure: A mixture of tert-butyl 3-[6-(4-oxo-7-trifluoromethyl-4H-1,3-benzothiazin-2-yl)-2-pyridyl]propanoate (0.35 g, 0.8 mmol) and trifluoroacetic acid (5.0 ml) was stirred at 0° C. for 2 hrs. The reaction mixture was concentrated under reduced pressure and combined with diisopropyl ether to precipitate crystals, which were collected by filtration and dried to give the titled compound (0.27 g, 88%). Reactants: C=CCC(CCCCCC)C(=O)OC, O=P([O-])([O-])[O-], O=S(=O)(O)O. The product is C=CCC(CCCCCC)C(=O)O. Reaction SMILES: [CH2:1]([CH:2]=[CH2:3])[CH:4]([C:5](=[O:6])[O:7][CH3:8])[CH2:9][CH2:10][CH2:11][CH2:12][CH2:13][CH3:14].[O-:20][P:21](=[O:22])([O-:23])[O-:24].[S:15](=[O:16])(=[O:17])([OH:18])[OH:19]>>[CH2:1]([CH:2]=[CH2:3])[CH:4]([C:5](=[O:6])[OH:7])[CH2:9][CH2:10][CH2:11][CH2:12][CH2:13][CH3:14]. The reactants are C24H27Cl2N5O2, ClC1=C(C(=O)O)C=CC(=C1)C(=O)NC(C)C1=NC2=C(N1)C=CC(=C2)Cl (rac.-2-chloro-4-{N-[1-(5-chloro-1H-benzimidazol-2-yl)ethyl]aminocarbonyl}benzoic acid), NCCC1CNCCC1 (rac.-3-(2-aminoethyl)piperidine), C(C)(C)N(CC)C(C)C (diisopropylethylamine), ClCl (chlorine). Solvent: CS(=O)C (DMSO). Yields the product NCCC1CN(CCC1)C(=O)C1=C(C=C(C(=O)NC(C)C2=NC3=C(N2)C=CC(=C3)Cl)C=C1)Cl (4-[3-(2-aminoethyl)piperidin-1-ylcarbonyl]-3-chloro-N-[1-(5-chloro-1H-benzimidazol-2-yl)ethyl]benzamide). As a reaction SMILES: [Cl:1][C:2]1[CH:10]=[C:9]([C:11]([NH:13][CH:14]([C:16]2[NH:20][C:19]3[CH:21]=[CH:22][C:23]([Cl:25])=[CH:24][C:18]=3[N:17]=2)[CH3:15])=[O:12])[CH:8]=[CH:7][C:3]=1[C:4](O)=[O:5].[NH2:26][CH2:27][CH2:28][CH:29]1[CH2:34][CH2:33][CH2:32][NH:31][CH2:30]1.C(N(C(C)C)CC)(C)C.ClCl>CS(C)=O>[NH2:26][CH2:27][CH2:28][CH:29]1[CH2:34][CH2:33][CH2:32][N:31]([C:4]([C:3]2[CH:7]=[CH:8][C:9]([C:11]([NH:13][CH:14]([C:16]3[NH:20][C:19]4[CH:21]=[CH:22][C:23]([Cl:25])=[CH:24][C:18]=4[N:17]=3)[CH3:15])=[O:12])=[CH:10][C:2]=2[Cl:1])=[O:5])[CH2:30]1. Reported procedure: Prepared analogously to Example 1d from rac.-2-chloro-4-{N-[1-(5-chloro-1H-benzimidazol-2-yl)ethyl]aminocarbonyl}benzoic acid, rac.-3-(2-aminoethyl)piperidine, PFTU, and diisopropylethylamine in DMSO at ambient temperature. HPLC-MS results: retention time: 3.88 minutes; C24H27Cl2N5O2 (488.42); mass spectrum: (M−H)−=487/489/491 (chlorine isotope).